describe an organic reaction: reactants, conditions, products, and yield From a dataset of the Open Reaction Database (ORD), a public repository of structured organic reaction records. The reactants are O=C(CCc1cccc(Br)c1)N1CCN(CCO)CC1, COc1ccc(CN(Cc2ccc(OC)cc2)c2ncc(-c3nc(N4CCOCC4)nc4c3CCN4)cn2)cc1, COc1ccc(CN(Cc2ccc(OC)cc2)c2ncc(-c3nc(N4CCOCC4)nc4c3CCN4c3cccc(CCC(=O)N4CCN(CCO)CC4)c3)cn2)cc1. Yields the product Nc1ncc(-c2nc(N3CCOCC3)nc3c2CCN3c2cccc(CCC(=O)N3CCN(CCO)CC3)c2)cn1. Reaction SMILES: [Br:41][c:42]1[cH:43][c:44]([CH2:45][CH2:46][C:47]([N:48]2[CH2:49][CH2:50][N:51]([CH2:52][CH2:53][OH:54])[CH2:55][CH2:56]2)=[O:57])[cH:58][cH:59][cH:60]1.[CH3:1][O:2][c:3]1[cH:4][cH:5][c:6]([CH2:7][N:8]([CH2:9][c:10]2[cH:11][cH:12][c:13]([O:14][CH3:15])[cH:16][cH:17]2)[c:18]2[n:19][cH:20][c:21](-[c:22]3[c:23]4[c:27]([n:28][c:29]([N:30]5[CH2:31][CH2:32][O:33][CH2:34][CH2:35]5)[n:36]3)[NH:26][CH2:25][CH2:24]4)[cH:37][n:38]2)[cH:39][cH:40]1.[CH3:61][O:62][c:63]1[cH:64][cH:65][c:66]([CH2:67][N:68]([c:69]2[n:70][cH:71][c:72](-[c:75]3[c:76]4[c:77]([n:78][c:79]([N:81]5[CH2:82][CH2:83][O:84][CH2:85][CH2:86]5)[n:80]3)[N:87]([c:90]3[cH:91][c:92]([CH2:96][CH2:97][C:98](=[O:99])[N:100]5[CH2:101][CH2:102][N:103]([CH2:106][CH2:107][OH:108])[CH2:104][CH2:105]5)[cH:93][cH:94][cH:95]3)[CH2:88][CH2:89]4)[cH:73][n:74]2)[CH2:109][c:110]2[cH:111][cH:112][c:113]([O:114][CH3:115])[cH:116][cH:117]2)[cH:118][cH:119]1>>[NH2:68][c:69]1[n:70][cH:71][c:72](-[c:75]2[c:76]3[c:77]([n:78][c:79]([N:81]4[CH2:82][CH2:83][O:84][CH2:85][CH2:86]4)[n:80]2)[N:87]([c:90]2[cH:91][c:92]([CH2:96][CH2:97][C:98](=[O:99])[N:100]4[CH2:101][CH2:102][N:103]([CH2:106][CH2:107][OH:108])[CH2:104][CH2:105]4)[cH:93][cH:94][cH:95]2)[CH2:88][CH2:89]3)[cH:73][n:74]1. The reactants are NC(=O)CBr, O=C([O-])[O-], CCCC[N+](CCCC)(CCCC)CCCC, CN(C)C=O, O=c1c(C2=NS(=O)(=O)c3c(ccc(O)c3[N+](=O)[O-])N2)c(O)c2ccccc2n1NCC1CC1, [I-], [K+], [K+]. The product is NC(=O)COc1ccc2c(c1[N+](=O)[O-])S(=O)(=O)N=C(c1c(O)c3ccccc3n(NCC3CC3)c1=O)N2. As a reaction SMILES: [Br:34][CH2:35][C:36](=[O:37])[NH2:38].[C:39](=[O:40])([O-:41])[O-:42].[CH2:51]([N+:52]([CH2:53][CH2:54][CH2:55][CH3:56])([CH2:57][CH2:58][CH2:59][CH3:60])[CH2:61][CH2:62][CH2:63][CH3:64])[CH2:65][CH2:66][CH3:67].[CH3:45][N:46]([CH3:47])[CH:48]=[O:49].[CH:1]1([CH2:4][NH:5][n:6]2[c:7](=[O:33])[c:8]([C:17]3=[N:18][S:19](=[O:31])(=[O:32])[c:20]4[c:21]([cH:23][cH:24][c:25]([OH:30])[c:26]4[N+:27](=[O:28])[O-:29])[NH:22]3)[c:9]([OH:16])[c:10]3[cH:11][cH:12][cH:13][cH:14][c:15]23)[CH2:2][CH2:3]1.[I-:50].[K+:43].[K+:44]>>[CH:1]1([CH2:4][NH:5][n:6]2[c:7](=[O:33])[c:8]([C:17]3=[N:18][S:19](=[O:31])(=[O:32])[c:20]4[c:21]([cH:23][cH:24][c:25]([O:30][CH2:35][C:36](=[O:37])[NH2:38])[c:26]4[N+:27](=[O:28])[O-:29])[NH:22]3)[c:9]([OH:16])[c:10]3[cH:11][cH:12][cH:13][cH:14][c:15]23)[CH2:2][CH2:3]1. Starting materials: C(C)OC(/C(/CCC=O)=C/C1=CC(=C(C=C1)N1C=NC(=C1)C)OC)=O ((E)-2-[3-methoxy-4-(4-methyl-1H-imidazol-1-yl)benzylidene]-5-oxovaleric acid ethyl ester), N[C@H]1[C@H](CC2=CC=CC=C12)O ((1R,2S)-amino-2-indanol), C(C)(=O)O[BH-](OC(C)=O)OC(C)=O.[Na+] (sodium triacetoxy borohydride), O.C([O-])(O)=O.[Na+] (sodium bicarbonate water). The solvent is C(C)(=O)O (acetic acid), C(Cl)Cl (methylene chloride), C(C)(=O)OCC (ethyl acetate). The product is C(C)OC(/C(/CCCN[C@H]1[C@H](CC2=CC=CC=C12)O)=C/C1=CC(=C(C=C1)N1C=NC(=C1)C)OC)=O ((E)-5-[(1R,2S)-2-hydroxyindan-1-ylamino]-2-[3-methoxy-4-(4-methyl-1H-imidazol-1-yl)benzylidene]valeric acid ethyl ester). The yield is 78.5%. RXN SMILES: [CH2:1]([O:3][C:4](=[O:25])/[C:5](=[CH:10]/[C:11]1[CH:16]=[CH:15][C:14]([N:17]2[CH:21]=[C:20]([CH3:22])[N:19]=[CH:18]2)=[C:13]([O:23][CH3:24])[CH:12]=1)/[CH2:6][CH2:7][CH:8]=O)[CH3:2].[NH2:26][C@@H:27]1[C:35]2[C:30](=[CH:31][CH:32]=[CH:33][CH:34]=2)[CH2:29][C@@H:28]1[OH:36].C(O[BH-](OC(=O)C)OC(=O)C)(=O)C.[Na+].O.C(=O)(O)[O-].[Na+]>C(OCC)(=O)C.C(O)(=O)C.C(Cl)Cl>[CH2:1]([O:3][C:4](=[O:25])/[C:5](=[CH:10]/[C:11]1[CH:16]=[CH:15][C:14]([N:17]2[CH:21]=[C:20]([CH3:22])[N:19]=[CH:18]2)=[C:13]([O:23][CH3:24])[CH:12]=1)/[CH2:6][CH2:7][CH2:8][NH:26][C@@H:27]1[C:35]2[C:30](=[CH:31][CH:32]=[CH:33][CH:34]=2)[CH2:29][C@@H:28]1[OH:36])[CH3:2] |f:2.3,4.5.6|. Procedure details: To a methylene chloride (2.0 mL) solution of (E)-2-[3-methoxy-4-(4-methyl-1H-imidazol-1-yl)benzylidene]-5-oxovaleric acid ethyl ester (110 mg), (1R,2S)-amino-2-indanol (63.2 mg), acetic acid (0.1 mL) and sodium triacetoxy borohydride (81.7 mg) were added one by one. After agitating reaction solution at room temperature overnight, a saturated sodium bicarbonate water and ethyl acetate were added to the reaction solution, and the organic layer was partitioned. After the obtained organic layer was ... The reactants are C(C)(C)(C)OC(=O)N1CCC(CC1)CCOC1=C(C=CC=C1)CCC1=CC(=CC=C1)OC (1-t-butoxycarbonyl-4-(2-{2-[2-(3-methoxyphenyl)ethyl]phenoxy}ethyl)piperidine), Cl (hydrogen chloride). Run in solution, O1CCOCC1 (dioxane). Reaction conditions: time 4 hour. The product is Cl.COC=1C=C(C=CC1)CCC1=C(OCCC2CCNCC2)C=CC=C1 (4-(2-{2-[2-(3-Methoxyphenyl)ethyl]phenoxy}ethyl) piperidine hydrochloride). Isolated yield 93.0%. As a reaction SMILES: C(OC([N:8]1[CH2:13][CH2:12][CH:11]([CH2:14][CH2:15][O:16][C:17]2[CH:22]=[CH:21][CH:20]=[CH:19][C:18]=2[CH2:23][CH2:24][C:25]2[CH:30]=[CH:29][CH:28]=[C:27]([O:31][CH3:32])[CH:26]=2)[CH2:10][CH2:9]1)=O)(C)(C)C.[ClH:33]>O1CCOCC1>[ClH:33].[CH3:32][O:31][C:27]1[CH:26]=[C:25]([CH2:24][CH2:23][C:18]2[CH:19]=[CH:20][CH:21]=[CH:22][C:17]=2[O:16][CH2:15][CH2:14][CH:11]2[CH2:10][CH2:9][NH:8][CH2:13][CH2:12]2)[CH:30]=[CH:29][CH:28]=1 |f:3.4|. Procedure: 2.00 g of 1-t-butoxycarbonyl-4-(2-{2-[2-(3-methoxyphenyl)ethyl]phenoxy}ethyl)piperidine [prepared as described in step (a) above] were dissolved in 10 ml of a 4N solution of hydrogen chloride in dioxane, and the solution was allowed to stand at room temperature for 4 hours. At the end of this time, the solvent was removed by distillation under reduced pressure, and the resulting solid residue was dissolved in a small amount of methylene chloride, after which ethyl acetate was added to the soluti...